From a dataset of the Open Reaction Database (ORD), a public repository of structured organic reaction records. describe an organic reaction: reactants, conditions, products, and yield Reaction conditions: temperature 120 celsius. As a reaction SMILES: [CH:1]1([N:6]2[C:10]3[N:11]=[C:12]([NH:15][C:16]4[N:21]=[CH:20][C:19]([N:22]5[CH2:27][CH2:26][N:25](C(OC(C)(C)C)=O)[CH2:24][CH2:23]5)=[CH:18][CH:17]=4)[N:13]=[CH:14][C:9]=3[C:8]3[CH:35]=[CH:36][C:37]([O:39]C)=[N:38][C:7]2=3)[CH2:5][CH2:4][CH2:3][CH2:2]1.Cl>>[CH:1]1([N:6]2[C:10]3[N:11]=[C:12]([NH:15][C:16]4[CH:17]=[CH:18][C:19]([N:22]5[CH2:27][CH2:26][NH:25][CH2:24][CH2:23]5)=[CH:20][N:21]=4)[N:13]=[CH:14][C:9]=3[C:8]3[CH:35]=[CH:36][C:37]([OH:39])=[N:38][C:7]2=3)[CH2:2][CH2:3][CH2:4][CH2:5]1. Isolated yield 108.2%. Product: C1(CCCC1)N1C2=C(C3=C1N=C(N=C3)NC3=NC=C(C=C3)N3CCNCC3)C=CC(=N2)O (9-Cyclopentyl-2-((5-(1-piperazinyl)-2-pyridinyl)amino)-9H-pyrido[3′,2′:4,5]-pyrrolo[2,3-d]pyrimidin-7-ol). Reported procedure: A 10 mL reaction tube vessel was charged with compound 269 (56.0 mg, 103 μmol) and concentrated hydrochloric acid (2.00 mL, 103 μmol). The reaction was heated with microwave energy (300 W) at 120° C. for 1 hour, then an additional 30 minutes at 140° C. The resulting solution was filtered through a 0.45 μM filter and washed with water. The solvent was removed in vacuo, and the residue coevaporated with water (10 mL) and then methanol (2×, 10 mL) to give compound 270 as a yellow solid (48 mg). 1H ... Starting materials: C1(CCCC1)N1C2=C(C3=C1N=C(N=C3)NC3=CC=C(C=N3)N3CCN(CC3)C(=O)OC(C)(C)C)C=CC(=N2)OC (tert-Butyl 4-(6-((9-cyclopentyl-7-methoxy-9H-pyrido[3′,2′:4,5]pyrrolo[2,3-d]pyrimidin-2-yl)amino)-3-pyridinyl)-1-piperazinecarboxylate), Cl (hydrochloric acid). Reactants: CC(=O)OC(C)=O, ClC(Cl)Cl, CCc1cccc(CC)c1-c1nc(C)c(CN(C)C2CCCc3ccccc32)c(CN)n1. Yields the product CCc1cccc(CC)c1-c1nc(C)c(CN(C)C2CCCc3ccccc32)c(CNC(C)=O)n1. RXN SMILES: [CH3:33][C:34](=[O:35])[O:36][C:37](=[O:38])[CH3:39].[Cl:40][CH:41]([Cl:42])[Cl:43].[NH2:1][CH2:2][c:3]1[n:4][c:5](-[c:23]2[c:24]([CH2:31][CH3:32])[cH:25][cH:26][cH:27][c:28]2[CH2:29][CH3:30])[n:6][c:7]([CH3:22])[c:8]1[CH2:9][N:10]([CH:11]1[CH2:12][CH2:13][CH2:14][c:15]2[cH:16][cH:17][cH:18][cH:19][c:20]21)[CH3:21]>>[NH:1]([CH2:2][c:3]1[n:4][c:5](-[c:23]2[c:24]([CH2:31][CH3:32])[cH:25][cH:26][cH:27][c:28]2[CH2:29][CH3:30])[n:6][c:7]([CH3:22])[c:8]1[CH2:9][N:10]([CH:11]1[CH2:12][CH2:13][CH2:14][c:15]2[cH:16][cH:17][cH:18][cH:19][c:20]21)[CH3:21])[C:34]([CH3:33])=[O:35]. The reactants are ClCC(=O)Cl (Chloroacetyl chloride), NCCC1(CCN(CC1)C(=O)OC(C)(C)C)O (tert-Butyl 4-(2-aminoethyl)-4-hydroxypiperidine-1-carboxylate), C([O-])([O-])=O.[K+].[K+] (potassium carbonate). Run in O (water), C(C)(=O)OCC (ethyl acetate). Run at temperature 0 celsius, time 45 minute. Product: ClCC(=O)NCCC1(CCN(CC1)C(=O)OC(C)(C)C)O (tert-Butyl 4-(2-(2-chloroacetamido)ethyl)-4-hydroxypiperidine-1-carboxylate). As a reaction SMILES: [Cl:1][CH2:2][C:3](Cl)=[O:4].[NH2:6][CH2:7][CH2:8][C:9]1([OH:22])[CH2:14][CH2:13][N:12]([C:15]([O:17][C:18]([CH3:21])([CH3:20])[CH3:19])=[O:16])[CH2:11][CH2:10]1.C(=O)([O-])[O-].[K+].[K+]>C(OCC)(=O)C.O>[Cl:1][CH2:2][C:3]([NH:6][CH2:7][CH2:8][C:9]1([OH:22])[CH2:14][CH2:13][N:12]([C:15]([O:17][C:18]([CH3:20])([CH3:19])[CH3:21])=[O:16])[CH2:11][CH2:10]1)=[O:4] |f:2.3.4|. Procedure: Chloroacetyl chloride (0.483 mL) was added dropwise over 10 minutes to a vigorously stirred mixture at 0° C. of tert-butyl 4-(2-aminoethyl)-4-hydroxypiperidine-1-carboxylate (example 89, step b) (1.1 g) in ethyl acetate (25 mL) and potassium carbonate (1.77 g) dissolved in water (20 mL). The mixture was then stirred at 0° C. for 45 minutes before being extracted with ethyl acetate. The organic layer was dried over sodium sulphate, filtered and the solvent evaporated under reduced pressure. The c... Reactants: FC=1C(=C2C(=NC1)NC(=C2)C=2C=NN(C2)CC(=O)O)C2=CN=C(S2)C2(CCC2)O (2-(4-(5-fluoro-4-(2-(1-hydroxycyclobutyl)thiazol-5-yl)-1H-pyrrolo[2,3-b]pyridin-2-yl)-1H-pyrazol-1-yl)acetic acid), CS(=O)(=O)N (methanesulfonamide), Cl.CN(CCCN=C=NCC)C (N-(3-dimethylaminopropyl)-N′-ethylcarbodiimide hydrochloride). Reagents/catalysts: CN(C1=CC=NC=C1)C (4-dimethylaminopyridine). The solvent is CN(C=O)C (N,N-dimethylformamide), CS(=O)C (dimethyl sulfoxide). Run at temperature 45 celsius. Yields the product FC=1C(=C2C(=NC1)NC(=C2)C=2C=NN(C2)CC(=O)NS(=O)(=O)C)C2=CN=C(S2)C2(CCC2)O (2-(4-{5-fluoro-4-[2-(1-hydroxycyclobutyl)-1,3-thiazol-5-yl]-1H-pyrrolo[2,3-b]pyridin-2-yl}-1H-pyrazol-1-yl)-N-(methylsulfonyl)acetamide). RXN SMILES: [F:1][C:2]1[C:3]([C:20]2[S:24][C:23]([C:25]3([OH:29])[CH2:28][CH2:27][CH2:26]3)=[N:22][CH:21]=2)=[C:4]2[CH:10]=[C:9]([C:11]3[CH:12]=[N:13][N:14]([CH2:16][C:17]([OH:19])=O)[CH:15]=3)[NH:8][C:5]2=[N:6][CH:7]=1.[CH3:30][S:31]([NH2:34])(=[O:33])=[O:32].Cl.CN(C)CCCN=C=NCC>CN(C)C=O.CN(C)C1C=CN=CC=1.CS(C)=O>[F:1][C:2]1[C:3]([C:20]2[S:24][C:23]([C:25]3([OH:29])[CH2:28][CH2:27][CH2:26]3)=[N:22][CH:21]=2)=[C:4]2[CH:10]=[C:9]([C:11]3[CH:12]=[N:13][N:14]([CH2:16][C:17]([NH:34][S:31]([CH3:30])(=[O:33])=[O:32])=[O:19])[CH:15]=3)[NH:8][C:5]2=[N:6][CH:7]=1 |f:2.3|. Reported procedure: To a solution of 2-(4-(5-fluoro-4-(2-(1-hydroxycyclobutyl)thiazol-5-yl)-1H-pyrrolo[2,3-b]pyridin-2-yl)-1H-pyrazol-1-yl)acetic acid (Example 65B) (75 mg, 0.181 mmol) in N,N-dimethylformamide (1.0 mL) was added methanesulfonamide (20.7 mg, 0.218 mmol), 4-dimethylaminopyridine (66.5 mg, 0.544 mmol), and N-(3-dimethylaminopropyl)-N′-ethylcarbodiimide hydrochloride (52.2 mg, 0.272 mmol). The solution was heated to 45° C. for 4 hours. The reaction was cooled to room temperature and diluted with dimeth... The reactants are O=C([O-])[O-], ClCCN1CCCC1, Cl, [Cs+], [Cs+], CN(C)C=O, O=Cc1ccc(O)cc1. Yields the product O=Cc1ccc(OCCN2CCCC2)cc1. RXN SMILES: [C:10](=[O:11])([O-:12])[O-:13].[Cl:17][CH2:18][CH2:19][N:20]1[CH2:21][CH2:22][CH2:23][CH2:24]1.[ClH:16].[Cs+:14].[Cs+:15].[O:25]=[CH:26][N:27]([CH3:28])[CH3:29].[OH:1][c:2]1[cH:3][cH:4][c:5]([CH:6]=[O:7])[cH:8][cH:9]1>>[O:1]([c:2]1[cH:3][cH:4][c:5]([CH:6]=[O:7])[cH:8][cH:9]1)[CH2:18][CH2:19][N:20]1[CH2:21][CH2:22][CH2:23][CH2:24]1. The reactants are 15, N1=CC=CC=C1 (pyridine), O1CCCC1 (tetrahydrofuran), 33, C(C)(=O)Cl (acetyl chloride), ClC=1C=C2N=C(C(=NC2=CC1)N)N (6-chloro-2,3-diaminoquinoxaline), O1CCCC1 (tetrahydrofuran). Conditions: time 6 hour. The product is C(C)(=O)NC1=NC2=CC=C(C=C2N=C1NC(C)=O)Cl (2,3-bis-(acetamido)-6-chloroquinoxaline). Reaction SMILES: [C:1](Cl)(=[O:3])[CH3:2].[Cl:5][C:6]1[CH:7]=[C:8]2[C:13](=[CH:14][CH:15]=1)[N:12]=[C:11]([NH2:16])[C:10]([NH2:17])=[N:9]2.N1C=CC=CC=1.[O:24]1CC[CH2:26][CH2:25]1>>[C:1]([NH:16][C:11]1[C:10]([NH:17][C:25](=[O:24])[CH3:26])=[N:9][C:8]2[C:13](=[CH:14][CH:15]=[C:6]([Cl:5])[CH:7]=2)[N:12]=1)(=[O:3])[CH3:2]. Reported procedure: To a solution of 33 parts of acetyl chloride in 44 parts of tetrahydrofuran were added 10 parts of 6-chloro-2,3-diaminoquinoxaline. The temperature rose to 35°. The reaction mixture was cooled to 5° in an ice bath and stirred vigorously during the addition of a solution of 15 parts of pyridine in 22 parts of tetrahydrofuran. The cooling bath was removed and the reaction mixture was stirred for 6 hours. The solvent was evaporated and the residue was partitioned between 340 parts of methylene chlo... Reactants: CCCC(=O)c1ccc(C(=O)O)cn1, Cl, NO, c1ccncc1. The product is CCCC(=NO)c1ccc(C(=O)O)cn1. Reaction SMILES: [C:1](=[O:2])([OH:3])[c:4]1[cH:5][cH:6][c:7]([C:10]([CH2:11][CH2:12][CH3:13])=[O:14])[n:8][cH:9]1.[ClH:15].[NH2:16][OH:17].[cH:18]1[cH:19][cH:20][n:21][cH:22][cH:23]1>>[C:1](=[O:2])([OH:3])[c:4]1[cH:5][cH:6][c:7]([C:10]([CH2:11][CH2:12][CH3:13])=[N:16][OH:17])[n:8][cH:9]1. Starting materials: N1C=NC=C1.[Na] (imidazole sodium), ClCOCC1=CC=CC=C1 (benzyl chloromethyl ether). Run in O1CCCC1 (tetrahydrofuran). Run at time 1 hour. Yields the product C(C1=CC=CC=C1)OCN1C=NC=C1 (1-[(benzyloxy)methyl]imidazole). RXN SMILES: [NH:1]1[CH:5]=[CH:4][N:3]=[CH:2]1.[Na].Cl[CH2:8][O:9][CH2:10][C:11]1[CH:16]=[CH:15][CH:14]=[CH:13][CH:12]=1>O1CCCC1>[CH2:10]([O:9][CH2:8][N:1]1[CH:5]=[CH:4][N:3]=[CH:2]1)[C:11]1[CH:16]=[CH:15][CH:14]=[CH:13][CH:12]=1 |f:0.1,^1:5|. Reported procedure: To 58 g. of imidazole-sodium in 200 ml. of anhydrous tetrahydrofuran 100 g. of benzyl chloromethyl ether were added drop-wise with stirring at a temperature of 0° to 5° C. Cooling was discontinued after one hour. The mixture was left standing overnight and thereafter concentrated. The residue was treated with 2 N hydrochloric acid solution and with diethyl ether. The acidic aqueous layer was made alkaline with potassium carbonate and extracted with chloroform. The chloroform layer was treated wi... The reactants are NCCOCc1ccccc1, O=Cc1ccccc1, ClCCl, [Na+], [Na+], O=S(=O)([O-])[O-]. The product is c1ccc(CNCCOCc2ccccc2)cc1. Reaction SMILES: [CH2:1]([c:2]1[cH:3][cH:4][cH:5][cH:6][cH:7]1)[O:8][CH2:9][CH2:10][NH2:11].[CH:12](=[O:13])[c:14]1[cH:15][cH:16][cH:17][cH:18][cH:19]1.[Cl:27][CH2:28][Cl:29].[Na+:20].[Na+:21].[O-:22][S:23](=[O:24])(=[O:25])[O-:26]>>[CH2:1]([c:2]1[cH:3][cH:4][cH:5][cH:6][cH:7]1)[O:8][CH2:9][CH2:10][NH:11][CH2:12][c:14]1[cH:15][cH:16][cH:17][cH:18][cH:19]1. Starting materials: C1(CCCCC1)N(C(=O)Cl)C1CCCCC1 (dicyclohexyl carbamoyl chloride), FC1=CC=C(CNC(=O)N)C=C1 (4-fluorobenzyl urea). Yields the product C1(CCCCC1)N(C(=O)NC(=O)NCC1=CC=C(C=C1)F)C1CCCCC1 (1,1-Bis-(cyclohexyl)-5-(4-fluorobenzyl) biuret). As a reaction SMILES: [CH:1]1([N:7]([CH:11]2[CH2:16][CH2:15][CH2:14][CH2:13][CH2:12]2)[C:8](Cl)=[O:9])[CH2:6][CH2:5][CH2:4][CH2:3][CH2:2]1.[F:17][C:18]1[CH:28]=[CH:27][C:21]([CH2:22][NH:23][C:24]([NH2:26])=[O:25])=[CH:20][CH:19]=1>>[CH:1]1([N:7]([CH:11]2[CH2:16][CH2:15][CH2:14][CH2:13][CH2:12]2)[C:8]([NH:26][C:24]([NH:23][CH2:22][C:21]2[CH:27]=[CH:28][C:18]([F:17])=[CH:19][CH:20]=2)=[O:25])=[O:9])[CH2:6][CH2:5][CH2:4][CH2:3][CH2:2]1. Reported procedure: Prepared as described in General Procedure 1 using dicyclohexyl carbamoyl chloride and 4-fluorobenzyl urea.